The task is: describe an organic reaction: reactants, conditions, products, and yield. This data is from the Open Reaction Database (ORD), a public repository of structured organic reaction records. Yields the product COCCOC(=O)C1=C(C)NC(C)=C(C(=O)OC(C)C)C1c1cccc([N+]([O-])=Cc2cccc([N+](=O)[O-])c2)c1. Reactants: COCCOC(=O)C1=C(C)NC(C)=C(C(=O)OC(C)C)C1c1cccc(NO)c1, O=Cc1cccc([N+](=O)[O-])c1. Reaction SMILES: [CH3:1][C:2]1=[C:7]([C:8](=[O:9])[O:10][CH2:11][CH2:12][O:13][CH3:14])[CH:6]([c:15]2[cH:16][c:17]([NH:21][OH:22])[cH:18][cH:19][cH:20]2)[C:5]([C:23](=[O:24])[O:25][CH:26]([CH3:27])[CH3:28])=[C:4]([CH3:29])[NH:3]1.[N+:30](=[O:31])([O-:32])[c:33]1[cH:34][c:35]([CH:36]=[O:37])[cH:38][cH:39][cH:40]1>>[CH3:1][C:2]1=[C:7]([C:8](=[O:9])[O:10][CH2:11][CH2:12][O:13][CH3:14])[CH:6]([c:15]2[cH:16][c:17]([N+:21]([O-:22])=[CH:36][c:35]3[cH:34][c:33]([N+:30](=[O:31])[O-:32])[cH:40][cH:39][cH:38]3)[cH:18][cH:19][cH:20]2)[C:5]([C:23](=[O:24])[O:25][CH:26]([CH3:27])[CH3:28])=[C:4]([CH3:29])[NH:3]1.